The task is: describe an organic reaction: reactants, conditions, products, and yield. This data is from the Open Reaction Database (ORD), a public repository of structured organic reaction records. Reactants: C(#N)CC=1C=C(C(=O)N)C=CC1 (3-(cyanomethyl)benzamide), ClCC(C)=O (1-chloropropan-2-one). The product is CC=1N=C(OC1)C=1C=C(C=CC1)CC#N (2-(3-(4-methyloxazol-2-yl)phenyl)acetonitrile). Reaction SMILES: [C:1]([CH2:3][C:4]1[CH:5]=[C:6]([CH:10]=[CH:11][CH:12]=1)[C:7]([NH2:9])=[O:8])#[N:2].Cl[CH2:14][C:15](=O)[CH3:16]>>[CH3:16][C:15]1[N:9]=[C:7]([C:6]2[CH:5]=[C:4]([CH2:3][C:1]#[N:2])[CH:12]=[CH:11][CH:10]=2)[O:8][CH:14]=1. Procedure: A solution of 3-(cyanomethyl)benzamide (200 mg, 1.25 mmol) in 1-chloropropan-2-one (2 mL) was microwave irradiated at 120 for 20 min in a sealed tube. The mixture was concentrated to give crude product (110 mg), which was directly used to the next reaction without purification. LCMS MH+ 199. Reactants: Cn1c2c(c(Cc3cccc([N+](=O)[O-])c3)c1-c1ccnc(N)n1)C(=O)N(C(=O)OC(C)(C)C)CC2, [Cl-], [NH4+], C1COCCO1, O, OCc1ncc2[nH]cnc2n1. Yields the product Cn1c2c(c(Cc3cccc(N)c3)c1-c1ccnc(N)n1)C(=O)N(C(=O)OC(C)(C)C)CC2. As a reaction SMILES: [C:3]([CH3:4])([CH3:5])([CH3:6])[O:7][C:8](=[O:9])[N:10]1[C:11](=[O:37])[c:12]2[c:13]([n:16]([CH3:36])[c:17](-[c:29]3[n:30][c:31]([NH2:35])[n:32][cH:33][cH:34]3)[c:18]2[CH2:19][c:20]2[cH:21][c:22]([N+:26]([O-:27])=[O:28])[cH:23][cH:24][cH:25]2)[CH2:14][CH2:15]1.[Cl-:1].[NH4+:2].[O:50]1[CH2:51][CH2:52][O:53][CH2:54][CH2:55]1.[OH2:38].[n:39]1[cH:40][c:41]2[c:42]([n:43][cH:44][nH:45]2)[n:46][c:47]1[CH2:48][OH:49]>>[C:3]([CH3:4])([CH3:5])([CH3:6])[O:7][C:8](=[O:9])[N:10]1[C:11](=[O:37])[c:12]2[c:13]([n:16]([CH3:36])[c:17](-[c:29]3[n:30][c:31]([NH2:35])[n:32][cH:33][cH:34]3)[c:18]2[CH2:19][c:20]2[cH:21][c:22]([NH2:26])[cH:23][cH:24][cH:25]2)[CH2:14][CH2:15]1.